This data is from the Open Reaction Database (ORD), a public repository of structured organic reaction records. The task is: describe an organic reaction: reactants, conditions, products, and yield Reactants: [BH3-]C#N, CC(=O)[O-], CO, O=Cc1ccccc1, [Cl-], [Cl-], Cl, NCCCOc1c(-c2ccccc2)[nH]c(=O)c2cc(F)ccc12, [Na+], [Na+], [Zn+2]. Yields the product O=c1[nH]c(-c2ccccc2)c(OCCCNCc2ccccc2)c2ccc(F)cc12. Reaction SMILES: [C:38]([BH3-:39])#[N:40].[CH3:26][C:27](=[O:28])[O-:29].[CH3:42][OH:43].[CH:30](=[O:31])[c:32]1[cH:33][cH:34][cH:35][cH:36][cH:37]1.[Cl-:44].[Cl-:46].[ClH:1].[NH2:2][CH2:3][CH2:4][CH2:5][O:6][c:7]1[c:8](-[c:19]2[cH:20][cH:21][cH:22][cH:23][cH:24]2)[nH:9][c:10](=[O:18])[c:11]2[cH:12][c:13]([F:17])[cH:14][cH:15][c:16]12.[Na+:25].[Na+:41].[Zn+2:45]>>[NH:2]([CH2:3][CH2:4][CH2:5][O:6][c:7]1[c:8](-[c:19]2[cH:20][cH:21][cH:22][cH:23][cH:24]2)[nH:9][c:10](=[O:18])[c:11]2[cH:12][c:13]([F:17])[cH:14][cH:15][c:16]12)[CH2:30][c:32]1[cH:33][cH:34][cH:35][cH:36][cH:37]1. The reactants are Cc1cc2cc(N)ccc2[nH]1, COc1ccc(-c2cnc(-c3cc4nccc(Cl)c4s3)o2)cc1. Product: COc1ccc(-c2cnc(-c3cc4nccc(Nc5ccc6[nH]c(C)cc6c5)c4s3)o2)cc1. Reaction SMILES: [CH3:1][c:2]1[nH:3][c:4]2[cH:5][cH:6][c:7]([NH2:11])[cH:8][c:9]2[cH:10]1.[Cl:12][c:13]1[c:14]2[c:15]([n:16][cH:17][cH:18]1)[cH:19][c:20](-[c:22]1[o:23][c:24](-[c:27]3[cH:28][cH:29][c:30]([O:33][CH3:34])[cH:31][cH:32]3)[cH:25][n:26]1)[s:21]2>>[CH3:1][c:2]1[nH:3][c:4]2[cH:5][cH:6][c:7]([NH:11][c:13]3[c:14]4[c:15]([n:16][cH:17][cH:18]3)[cH:19][c:20](-[c:22]3[o:23][c:24](-[c:27]5[cH:28][cH:29][c:30]([O:33][CH3:34])[cH:31][cH:32]5)[cH:25][n:26]3)[s:21]4)[cH:8][c:9]2[cH:10]1. Reactants: CCOC(=O)c1cc(Br)cc2cc[nH]c12, CC[SiH](CC)CC, ClCCl, O=C1CCSC1. The product is CCOC(=O)c1cc(Br)cc2c(C3CCSC3)c[nH]c12. Reaction SMILES: [Br:7][c:8]1[cH:9][c:10]2[cH:11][cH:12][nH:13][c:14]2[c:15]([C:17](=[O:18])[O:19][CH2:20][CH3:21])[cH:16]1.[CH2:22]([SiH:23]([CH2:24][CH3:25])[CH2:26][CH3:27])[CH3:28].[Cl:29][CH2:30][Cl:31].[S:1]1[CH2:2][C:3](=[O:6])[CH2:4][CH2:5]1>>[S:1]1[CH2:2][CH:3]([c:11]2[c:10]3[cH:9][c:8]([Br:7])[cH:16][c:15]([C:17](=[O:18])[O:19][CH2:20][CH3:21])[c:14]3[nH:13][cH:12]2)[CH2:4][CH2:5]1. Product: COC(=O)c1ccc(C#Cc2c(C)cccc2C)c(N)c1. As a reaction SMILES: [CH2:23]([NH:24][CH2:25][CH3:26])[CH3:27].[CH3:13][c:14]1[c:15]([C:21]#[CH:22])[c:16]([CH3:20])[cH:17][cH:18][cH:19]1.[CH3:28][CH2:29][O:30][C:31](=[O:32])[CH3:33].[Cu:80][I:81].[NH2:1][c:2]1[cH:3][c:4]([C:5](=[O:6])[O:7][CH3:8])[cH:9][cH:10][c:11]1[I:12].[O:34]=[CH:35][N:36]([CH3:37])[CH3:38].[Pd:39]([Cl:40])[Cl:41].[c:42]1([P:43]([c:44]2[cH:45][cH:46][cH:47][cH:48][cH:49]2)[c:50]2[cH:51][cH:52][cH:53][cH:54][cH:55]2)[cH:56][cH:57][cH:58][cH:59][cH:60]1.[c:61]1([P:62]([c:63]2[cH:64][cH:65][cH:66][cH:67][cH:68]2)[c:69]2[cH:70][cH:71][cH:72][cH:73][cH:74]2)[cH:75][cH:76][cH:77][cH:78][cH:79]1>>[NH2:1][c:2]1[cH:3][c:4]([C:5](=[O:6])[O:7][CH3:8])[cH:9][cH:10][c:11]1[C:22]#[C:21][c:15]1[c:14]([CH3:13])[cH:19][cH:18][cH:17][c:16]1[CH3:20]. Reactants: CCNCC, C#Cc1c(C)cccc1C, CCOC(C)=O, [Cu]I, COC(=O)c1ccc(I)c(N)c1, CN(C)C=O, Cl[Pd]Cl, c1ccc(P(c2ccccc2)c2ccccc2)cc1, c1ccc(P(c2ccccc2)c2ccccc2)cc1.